Task: describe an organic reaction: reactants, conditions, products, and yield. Dataset: the Open Reaction Database (ORD), a public repository of structured organic reaction records Starting materials: [N+](=O)([O-])C=1C=C2CC(NC(C2=CC1)=O)=O (6-nitroisoquinoline-1,3(2H,4H)-dione). The reagents and catalysts are [Pd] (Pd/C). Solvent: CO (MeOH), CN(C=O)C (N,N-dimethylformamide). The product is NC=1C=C2CC(NC(C2=CC1)=O)=O (6-Aminoisoquinoline-1,3(2H,4H)-dione). Yield: 102.2%. Reaction SMILES: [N+:1]([C:4]1[CH:5]=[C:6]2[C:11](=[CH:12][CH:13]=1)[C:10](=[O:14])[NH:9][C:8](=[O:15])[CH2:7]2)([O-])=O>CO.CN(C)C=O.[Pd]>[NH2:1][C:4]1[CH:5]=[C:6]2[C:11](=[CH:12][CH:13]=1)[C:10](=[O:14])[NH:9][C:8](=[O:15])[CH2:7]2. Procedure: A solution of 6.19 g (30 mmol) of 6-nitroisoquinoline-1,3(2H,4H)-dione in 15 ml of MeOH and 150 ml of N,N-dimethylformamide is hydrogenated at 1 atmosphere of H2 at 25° in the presence of 1.5 g of 10% Pd/C for 7 h. The catalyst is removed by filtration through Celite. The filtrate is evaporated to give 5.4 g (100%) of a tan solid, mp 200-220° (dec); MS (ES+) m/z 177.2 (M+H)+1. Reactants: FC=1C=C2CCC(CC2=C(C1)F)NC(C(=O)O)CCC (2-(6,8-Difluoro-1,2,3,4-tetrahydro-naphthalen-2-ylamino)-pentanoic acid), NC=1N=CN(C1)C1CC(C1)O (3-(4-Amino-imidazol-1-yl)-cyclobutanol). The product is OC1CC(C1)N1C=NC(=C1)NC(C(CCC)NC1CC2=C(C=C(C=C2CC1)F)F)=O (2-(6,8-Difluoro-1,2,3,4-tetrahydro-naphthalen-2-ylamino)-pentanoic acid [1-(3-hydroxy-cyclobutyl)-1H-imidazol-4-yl]-amide). Reaction SMILES: [F:1][C:2]1[CH:3]=[C:4]2[C:9](=[C:10]([F:12])[CH:11]=1)[CH2:8][CH:7]([NH:13][CH:14]([CH2:18][CH2:19][CH3:20])[C:15]([OH:17])=O)[CH2:6][CH2:5]2.[NH2:21][C:22]1[N:23]=[CH:24][N:25]([CH:27]2[CH2:30][CH:29]([OH:31])[CH2:28]2)[CH:26]=1>>[OH:31][CH:29]1[CH2:28][CH:27]([N:25]2[CH:26]=[C:22]([NH:21][C:15](=[O:17])[CH:14]([NH:13][CH:7]3[CH2:6][CH2:5][C:4]4[C:9](=[C:10]([F:12])[CH:11]=[C:2]([F:1])[CH:3]=4)[CH2:8]3)[CH2:18][CH2:19][CH3:20])[N:23]=[CH:24]2)[CH2:30]1. Reported procedure: Following the procedure for Example 86, 2-(6,8-Difluoro-1,2,3,4-tetrahydro-naphthalen-2-ylamino)-pentanoic acid (diastereomer 2) was reacted with 3-(4-Amino-imidazol-1-yl)-cyclobutanol to afford the title compound: C13 NMR (100 MHz, CDCl3) 14.1, 19.5, 28.2, 28.9, 29.7, 36.5, 40.2, 41.9, 43.4, 48.7, 52.9, 60.5, 60.9, 64.5, 100.8, 101.1, 101.3, 105.1, 105.3, 110.7, 110.9, 131.6, 131.9, 137.7, 139.8, 159.8, 162.3, 172.6; MS m/z 419.2 (M+1). Reactants: N(=[N+]=[N-])C(CCCCCCCCCCCC)C1=C(OC=C1)[Si](CC)(CC)CC (3-(1-azidotridecyl)-2-triethylsilylfuran), [H-].[Al+3].[Li+].[H-].[H-].[H-] (lithium aluminum hydride), CS(=O)(=O)Cl (methanesulfonyl chloride). Yields the product CS(=O)(=O)NC(CCCCCCCCCCCC)C1=C(OC=C1)[Si](CC)(CC)CC (3-(1-methanesulfonamidotridecyl)-2-triethylsilylfuran). Reaction SMILES: [N:1]([CH:4]([C:17]1[CH:21]=[CH:20][O:19][C:18]=1[Si:22]([CH2:27][CH3:28])([CH2:25][CH3:26])[CH2:23][CH3:24])[CH2:5][CH2:6][CH2:7][CH2:8][CH2:9][CH2:10][CH2:11][CH2:12][CH2:13][CH2:14][CH2:15][CH3:16])=[N+]=[N-].[H-].[Al+3].[Li+].[H-].[H-].[H-].[CH3:35][S:36](Cl)(=[O:38])=[O:37]>>[CH3:35][S:36]([NH:1][CH:4]([C:17]1[CH:21]=[CH:20][O:19][C:18]=1[Si:22]([CH2:27][CH3:28])([CH2:25][CH3:26])[CH2:23][CH3:24])[CH2:5][CH2:6][CH2:7][CH2:8][CH2:9][CH2:10][CH2:11][CH2:12][CH2:13][CH2:14][CH2:15][CH3:16])(=[O:38])=[O:37] |f:1.2.3.4.5.6|. Reported procedure: Reducing 3-(1-azidotridecyl)-2-triethylsilylfuran with lithium aluminum hydride, as in Example 8, followed by reacting the intermediate with methanesulfonyl chloride, gives 3-(1-methanesulfonamidotridecyl)-2-triethylsilylfuran. Oxidizing this sulfonamide followed by reduction with sodium borohydride gives 3-(1-methanesulfonamidotridecyl)-2(5H)-furanone. Starting materials: [H][H] (hydrogen), CO.CNC (dimethylamine methanol), C(C)(=O)O[BH-](OC(C)=O)OC(C)=O.[Na+] (sodium triacetoxy borohydride), [N+](=O)([O-])C1=CC(=C(C=C1)CCC=O)C(F)(F)F (3-(4-nitro-2-(trifluoromethyl)phenyl)propionaldehyde). The reagents and catalysts are [Pd] (Pd/C). The solvent is C(C)(=O)O (acetic acid), O1CCCC1 (tetrahydrofuran), CO (methanol). Reaction conditions: time 8 hour. Product: CN(CCCC1=C(C=C(N)C=C1)C(F)(F)F)C (4-(3-dimethylamino-propyl)-3-(trifluoromethyl)aniline). As a reaction SMILES: [N+:1]([C:4]1[CH:9]=[CH:8][C:7]([CH2:10][CH2:11][CH:12]=O)=[C:6]([C:14]([F:17])([F:16])[F:15])[CH:5]=1)([O-])=O.CO.[CH3:20][NH:21][CH3:22].C(O[BH-](OC(=O)C)OC(=O)C)(=O)C.[Na+].[H][H]>O1CCCC1.CO.[Pd].C(O)(=O)C>[CH3:20][N:21]([CH3:22])[CH2:12][CH2:11][CH2:10][C:7]1[CH:8]=[CH:9][C:4]([NH2:1])=[CH:5][C:6]=1[C:14]([F:17])([F:16])[F:15] |f:1.2,3.4|. Procedure: In 6 mL of tetrahydrofuran, 100 mg (0.41 mmol) of 3-(4-nitro-2-(trifluoromethyl)phenyl)propionaldehyde was dissolved, and 405 μL (0.81 mmol) of a 2N dimethylamine methanol solution, 171 mg (0.81 mmol) of sodium triacetoxy borohydride and 100 μL of acetic acid were added thereto and the mixture solution was stirred at room temperature overnight. The reaction solution was partitioned between water and ethyl acetate and the organic layer was washed with a saturated sodium chloride solution and conc... The reactants are BrC(C(C(CF)(C)C)=O)OC1=CC=C(C=C1)Cl (1-bromo-1-(4-chlorophenoxy)-3,3-dimethyl-4-fluoro-butan-2-one), N1N=CN=C1 (1,2,4-triazole). Run in CC(=O)C (acetone), CC(=O)C (acetone). Yields the product ClC1=CC=C(OC(C(C(CF)(C)C)=O)N2N=CN=C2)C=C1 (1-(4-chlorophenoxy)-3,3-dimethyl-4-fluoro-1-(1,2,4-triazol-1-yl)-butan-2-one). The yield is 89.1%. Reaction SMILES: Br[CH:2]([O:10][C:11]1[CH:16]=[CH:15][C:14]([Cl:17])=[CH:13][CH:12]=1)[C:3](=[O:9])[C:4]([CH3:8])([CH3:7])[CH2:5][F:6].[NH:18]1[CH:22]=[N:21][CH:20]=[N:19]1>CC(C)=O>[Cl:17][C:14]1[CH:15]=[CH:16][C:11]([O:10][CH:2]([N:18]2[CH:22]=[N:21][CH:20]=[N:19]2)[C:3](=[O:9])[C:4]([CH3:8])([CH3:7])[CH2:5][F:6])=[CH:12][CH:13]=1. Reported procedure: 87 g (0.27 mol) of 1-bromo-1-(4-chlorophenoxy)-3,3-dimethyl-4-fluoro-butan-2-one were dissolved in 200 ml of acetone and the solution was added dropwise to a boiling solution of 46 g (0.66 mol) of 1,2,4-triazole in 200 ml of acetone. After heating the mixture under reflux for one hour, the solvent was removed in vacuo, the residue was taken up in methylene chloride, the methylene chloride mixture was washed several times with water and the organic phase was dried over sodium sulphate. After remo... Starting materials: COC(=O)Oc1cc([N+](=O)[O-])c(C(C)(C)C)cc1Cl, CO, Cl, [K+], [OH-]. RXN SMILES: [C:3]([O:4][c:5]1[c:6]([Cl:18])[cH:7][c:8]([C:14]([CH3:15])([CH3:16])[CH3:17])[c:9]([N+:11](=[O:12])[O-:13])[cH:10]1)(=[O:19])[O:20][CH3:21].[CH3:23][OH:24].[ClH:22].[K+:2].[OH-:1]>>[OH:4][c:5]1[c:6]([Cl:18])[cH:7][c:8]([C:14]([CH3:15])([CH3:16])[CH3:17])[c:9]([N+:11](=[O:12])[O-:13])[cH:10]1. Yields the product CC(C)(C)c1cc(Cl)c(O)cc1[N+](=O)[O-]. The reactants are ClC=1N=C2C(C(NC2=CC1)=O)C(C1=CC(=CS1)Cl)=O (5-chloro-3-(4-chloro-2-thenoyl)-4-azaoxindole), ClS(=O)(=O)NC=O (N-chlorosulfonyl carboxamide), C(C)#N (acetonitrile), ClC=1N=C2C(C(NC2=CC1)=O)C(C1=CC(=CS1)Cl)=O (5-chloro-3-(4-chloro-2-thenoyl)-4-azaoxindole), C(=NS(=O)(=O)Cl)=O (N-chlorosulfonyl isocyanate). Run in O (water), CS(=O)C (DMSO). The product is ClC=1N=C2C(C(N(C2=CC1)C(=O)N)=O)C(C1=CC(=CS1)Cl)=O (5-Chloro-3-(4-chloro-2-thenoyl)-4-azaoxindole-1-carboxamide). As a reaction SMILES: [Cl:1][C:2]1[N:3]=[C:4]2[C:8](=[CH:9][CH:10]=1)[NH:7][C:6](=[O:11])[CH:5]2[C:12](=[O:19])[C:13]1[S:17][CH:16]=[C:15]([Cl:18])[CH:14]=1.[C:20](=[O:26])=[N:21]S(Cl)(=O)=O.C(#N)C.ClS(NC=O)(=O)=O>CS(C)=O.O>[Cl:1][C:2]1[N:3]=[C:4]2[C:8](=[CH:9][CH:10]=1)[N:7]([C:20]([NH2:21])=[O:26])[C:6](=[O:11])[CH:5]2[C:12](=[O:19])[C:13]1[S:17][CH:16]=[C:15]([Cl:18])[CH:14]=1. Procedure details: The title compound was prepared from 5-chloro-3-(4-chloro-2-thenoyl)-4-azaoxindole (Example 27) according to the procedure of Example 2C, using 5-chloro-3-(4-chloro-2-thenoyl)-4-azaoxindole (0.75 g, 2.39 mmol), N-chlorosulfonyl isocyanate (0.31 mL, 3.56 mmol), and acetonitrile (12 mL). Hydrolysis of the N-chlorosulfonyl carboxamide was achieved by stirring in DMSO (8 mL) for 4 hours at room temperature in a flask open to the air. The product was obtained by dilution of the mixture with water fol...